Dataset: the Open Reaction Database (ORD), a public repository of structured organic reaction records. Task: describe an organic reaction: reactants, conditions, products, and yield The reactants are [Si](C)(C)(C(C)(C)C)OC(CCCCCCC1=CC=CC=C1)C=1OC(=CN1)C=1C=C(C(=O)OC)C=CC1 (Methyl 3-(2-(1-(tert-butyldimethylsilyloxy)-7-phenylheptyl)oxazol-5-yl)benzoate), [Si](C)(C)(C(C)(C)C)OC(CCCCCCC1=CC=CC=C1)C=1OC(=CN1)[Sn](CCCC)(CCCC)CCCC (2-(1-(tert-butyldimethylsilyloxy)-7-phenylheptyl)-5-(tributylstannyl)oxazole), BrC=1C=C(C(=O)OC)C=CC1 (methyl 3-bromobenzoate). Yields the product EtOAc hexanes, C1(=CC=CC=C1)CCCCCCC(=O)C=1OC(=CN1)C=1C=C(C(=O)OC)C=CC1 (Methyl 3-(2-(7-phenylheptanoyl)oxazol-5-yl)benzoate). The yield is 76.0%. Reaction SMILES: [Si]([O:8][CH:9]([C:22]1[O:23][C:24]([C:27]2[CH:28]=[C:29]([CH:34]=[CH:35][CH:36]=2)[C:30]([O:32][CH3:33])=[O:31])=[CH:25][N:26]=1)[CH2:10][CH2:11][CH2:12][CH2:13][CH2:14][CH2:15][C:16]1[CH:21]=[CH:20][CH:19]=[CH:18][CH:17]=1)(C(C)(C)C)(C)C.[Si](OC(C1OC([Sn](CCCC)(CCCC)CCCC)=CN=1)CCCCCCC1C=CC=CC=1)(C(C)(C)C)(C)C.BrC1C=C(C=CC=1)C(OC)=O>>[C:16]1([CH2:15][CH2:14][CH2:13][CH2:12][CH2:11][CH2:10][C:9]([C:22]2[O:23][C:24]([C:27]3[CH:28]=[C:29]([CH:34]=[CH:35][CH:36]=3)[C:30]([O:32][CH3:33])=[O:31])=[CH:25][N:26]=2)=[O:8])[CH:17]=[CH:18][CH:19]=[CH:20][CH:21]=1. Reported procedure: Methyl 3-(2-(1-(tert-butyldimethylsilyloxy)-7-phenylheptyl)oxazol-5-yl)benzoate. The title compound was prepared from 2-(1-(tert-butyldimethylsilyloxy)-7-phenylheptyl)-5-(tributylstannyl)oxazole (188 mg, 0.284 mmol) and methyl 3-bromobenzoate following General Procedure A. Flash chromatography (2-10% EtOAc/hexanes) yielded the title compound as a clear oil (110 mg, 76%): 1H NMR (CDCl3, 500 MHz) δ 8.40 (m, 1H), 8.07 (d, 1H, J=8.0 Hz), 7.90 (d, 1H, J=8.0 Hz), 7.58 (t, 1H, J=7.6 Hz), 7.44 (s, 1H), ... Reactants: CC(=O)OC1CSC(Br)C(OC(C)=O)C1OC(C)=O, FC(F)(F)c1ccc(S)cc1, O=[Zn]. The product is CC(=O)OC1CSC(Sc2ccc(C(F)(F)F)cc2)C(OC(C)=O)C1OC(C)=O. As a reaction SMILES: [C:12]([CH3:13])(=[O:14])[O:15][CH:16]1[CH:17]([Br:30])[S:18][CH2:19][CH:20]([O:26][C:27]([CH3:28])=[O:29])[CH:21]1[O:22][C:23]([CH3:24])=[O:25].[F:1][C:2]([c:3]1[cH:4][cH:5][c:6]([SH:9])[cH:7][cH:8]1)([F:10])[F:11].[O:31]=[Zn:32]>>[F:1][C:2]([c:3]1[cH:4][cH:5][c:6]([S:9][CH:17]2[CH:16]([O:15][C:12]([CH3:13])=[O:14])[CH:21]([O:22][C:23]([CH3:24])=[O:25])[CH:20]([O:26][C:27]([CH3:28])=[O:29])[CH2:19][S:18]2)[cH:7][cH:8]1)([F:10])[F:11].